Task: describe an organic reaction: reactants, conditions, products, and yield. Dataset: the Open Reaction Database (ORD), a public repository of structured organic reaction records Reaction conditions: temperature -78 celsius, time 2 hour. The solvent is C1(=CC=CC=C1)C (toluene). Product: COC1=CC=C(C=C1)CC=O ((4-Methoxy-phenyl)-acetaldehyde). Procedure: To a stirred solution of (4-Methoxy-phenyl)-acetic acid methyl ester (18.0 g, 100 mmol) in anhydrous toluene (200 mL) cooled to −78° C. under N2 was added diisobutylaluminum hydride (DIBAL, 1.0 M in toluene, 150 mL, 150 mmol) over a period of 10-15 minutes. The mixture was stirred at −78° C. for an additional 2 h. The reaction was quenched by the slow addition of MeOH, followed by the introduction of 10% Rochelle's Salt. The suspension was diluted with EtOAc and stirred at room temperature for 1... The reactants are COC(CC1=CC=C(C=C1)OC)=O ((4-Methoxy-phenyl)-acetic acid methyl ester), [H-].C(C(C)C)[Al+]CC(C)C (diisobutylaluminum hydride). As a reaction SMILES: C[O:2][C:3](=O)[CH2:4][C:5]1[CH:10]=[CH:9][C:8]([O:11][CH3:12])=[CH:7][CH:6]=1.[H-].C([Al+]CC(C)C)C(C)C>C1(C)C=CC=CC=1>[CH3:12][O:11][C:8]1[CH:9]=[CH:10][C:5]([CH2:4][CH:3]=[O:2])=[CH:6][CH:7]=1 |f:1.2|. The yield is 79.9%. Starting materials: O=C([O-])[O-], FC(F)(F)Cc1nc2cc(Cl)c(Cl)cc2[nH]1, Fc1ccc(CBr)cc1, [K+], [K+], CN(C)C=O. Product: Fc1ccc(Cn2c(CC(F)(F)F)nc3cc(Cl)c(Cl)cc32)cc1. RXN SMILES: [C:17](=[O:18])([O-:19])[O-:20].[Cl:1][c:2]1[cH:3][c:4]2[c:5]([nH:6][c:7]([CH2:9][C:10]([F:11])([F:12])[F:13])[n:8]2)[cH:14][c:15]1[Cl:16].[F:23][c:24]1[cH:25][cH:26][c:27]([CH2:28][Br:29])[cH:30][cH:31]1.[K+:21].[K+:22].[O:32]=[CH:33][N:34]([CH3:35])[CH3:36]>>[Cl:1][c:2]1[cH:3][c:4]2[c:5]([n:6][c:7]([CH2:9][C:10]([F:11])([F:12])[F:13])[n:8]2[CH2:28][c:27]2[cH:26][cH:25][c:24]([F:23])[cH:31][cH:30]2)[cH:14][c:15]1[Cl:16]. Starting materials: COC1=CC2=C(CC(N(CC2)CCCCl)=O)C=C1OC (3-(7,8-dimethoxy-1,3,4,5-tetrahydro-2H-3-benzazepin-2-on-3-yl)-1-chloropropane), ClC=1C=C(C=C(C1OC)Cl)OCCNC (N-[2-(3,5-dichloro-4-methoxy-phenyloxy)-ethyl]-methylamine). Solvent: C(C)N(CC)CC (triethylamine). The product is COC1=CC2=C(CC(N(CC2)CCCN(CCOC2=CC(=C(C(=C2)Cl)OC)Cl)C)=O)C=C1OC (N-[3-(7,8-Dimethoxy-1,3,4,5-tetrahydro-2H-3-benzazepin-2-on-3-yl)-propyl]-N-[2-(3,5-dichloro-4-methoxy-phenyloxy)-ethyl]-methylamine). RXN SMILES: [CH3:1][O:2][C:3]1[C:18]([O:19][CH3:20])=[CH:17][C:6]2[CH2:7][C:8](=[O:16])[N:9]([CH2:12][CH2:13][CH2:14]Cl)[CH2:10][CH2:11][C:5]=2[CH:4]=1.[Cl:21][C:22]1[CH:23]=[C:24]([O:31][CH2:32][CH2:33][NH:34][CH3:35])[CH:25]=[C:26]([Cl:30])[C:27]=1[O:28][CH3:29]>C(N(CC)CC)C>[CH3:1][O:2][C:3]1[C:18]([O:19][CH3:20])=[CH:17][C:6]2[CH2:7][C:8](=[O:16])[N:9]([CH2:12][CH2:13][CH2:14][N:34]([CH3:35])[CH2:33][CH2:32][O:31][C:24]3[CH:25]=[C:26]([Cl:30])[C:27]([O:28][CH3:29])=[C:22]([Cl:21])[CH:23]=3)[CH2:10][CH2:11][C:5]=2[CH:4]=1. Procedure: The title compound is prepared from 3-(7,8-dimethoxy-1,3,4,5-tetrahydro-2H-3-benzazepin-2-on-3-yl)-1-chloropropane, N-[2-(3,5-dichloro-4-methoxy-phenyloxy)-ethyl]-methylamine and triethylamine analogously to Example 6. As a reaction SMILES: [OH:1][CH2:2][C:3]([CH3:9])([CH3:8])[C:4]([O:6][CH3:7])=[O:5].[H-].[Na+].[H][H].[CH2:14](Br)[C:15]1[CH:20]=[CH:19][CH:18]=[CH:17][CH:16]=1>CN(C)C=O.Cl.C(OC)(C)(C)C>[CH3:8][C:3]([CH3:9])([CH2:2][O:1][CH2:14][C:15]1[CH:20]=[CH:19][CH:18]=[CH:17][CH:16]=1)[C:4]([O:6][CH3:7])=[O:5] |f:1.2|. Yields the product CC(C(=O)OC)(COCC1=CC=CC=C1)C (Methyl 2,2-dimethyl-3-(phenylmethoxy)propanoate). Procedure: Adapting procedures or variations thereof according to Eliel et al., J. Org. Chem., 1985, 50(15), 2707-2711; Roth et al., J. Agri. & Food. Chem. 1991, 39(3), 612-616; and Rega et al., Eur. J. Org. Chem. 2007, 6, 934-942, in an oven dried 500 mL round bottomed flask equipped with a magnetic stir bar and rubber septum, was added under a nitrogen atmosphere, 2.4 g of a 60 mass-% suspension of sodium hydride (NaH) in mineral oil (1.44 g of NaH, 60.0 mmol). The mineral oil was removed by washing with... Run at temperature 60 celsius. Yield: 33.3%. Reactants: ( 5.9 ), C(C1=CC=CC=C1)Br (benzyl bromide), [H][H] (hydrogen), ( 7.9 ), OCC(C(=O)OC)(C)C (methyl 3-hydroxy-2,2-dimethylpropanoate), [H-].[Na+] (sodium hydride). Solvent: Cl (hydrochloric acid), C(C)(C)(C)OC (methyl tert-butyl ether), CN(C=O)C (N,N-dimethylformamide). The reactants are Cl.S1C(=CC=C1)CC(OCC)=N (ethyl 2-thiopheneethanimidate monohydrochloride), COC(CN)OC (2,2-dimethoxyethanamine). The solvent is O1CCCC1 (tetrahydrofuran). Yields the product Cl.COC(CNC(CC=1SC=CC1)=N)OC (N-(2,2-dimethoxyethyl)-2-thiopheneethanimidamide monohydrochloride). Isolated yield 117.8%. Reaction SMILES: [ClH:1].[S:2]1[CH:6]=[CH:5][CH:4]=[C:3]1[CH2:7][C:8](=[NH:12])OCC.[CH3:13][O:14][CH:15]([O:18][CH3:19])[CH2:16][NH2:17]>O1CCCC1>[ClH:1].[CH3:13][O:14][CH:15]([O:18][CH3:19])[CH2:16][NH:17][C:8](=[NH:12])[CH2:7][C:3]1[S:2][CH:6]=[CH:5][CH:4]=1 |f:0.1,4.5|. Procedure: A mixture of ethyl 2-thiopheneethanimidate monohydrochloride (ester) (0.05 mol) in tetrahydrofuran (100 ml) was stirred under nitrogen. 2,2-dimethoxyethanamine (0.05 mol) was added portionwise upon cooling and the mixture was stirred overnight. The mixture was evaporated, yielding 15.6 g (100%) of N-(2,2-dimethoxyethyl)-2-thiopheneethanimidamide monohydrochloride (interm. 1). Starting materials: C(#N)C=1C=C(C=CC1F)CC(=O)OC(C)(C)C (tert-butyl 2-(3-cyano-4-fluorophenyl)acetate), ClC1=CC=C(CCNC(C2=CC=C(C=C2)O)=O)C=C1 (N-(4-chlorophenethyl)-4-hydroxybenzamide), C([O-])([O-])=O.[K+].[K+] (potassium carbonate). Run in CS(=O)C (DMSO). Reaction conditions: temperature 90 celsius, time 1 day. Product: C(#N)C=1C=C(C=CC1OC1=CC=C(C=C1)C(NCCC1=CC=CC=C1)=O)CC(=O)OC(C)(C)C (tert-butyl 2-(3-cyano-4-(4-(phenethylcarbamoyl)phenoxy)phenyl)acetate). Yield: 50.7%. As a reaction SMILES: [C:1]([C:3]1[CH:4]=[C:5]([CH2:10][C:11]([O:13][C:14]([CH3:17])([CH3:16])[CH3:15])=[O:12])[CH:6]=[CH:7][C:8]=1F)#[N:2].Cl[C:19]1[CH:36]=[CH:35][C:22]([CH2:23][CH2:24][NH:25][C:26](=[O:34])[C:27]2[CH:32]=[CH:31][C:30]([OH:33])=[CH:29][CH:28]=2)=[CH:21][CH:20]=1.C(=O)([O-])[O-].[K+].[K+]>CS(C)=O>[C:1]([C:3]1[CH:4]=[C:5]([CH2:10][C:11]([O:13][C:14]([CH3:17])([CH3:16])[CH3:15])=[O:12])[CH:6]=[CH:7][C:8]=1[O:33][C:30]1[CH:29]=[CH:28][C:27]([C:26](=[O:34])[NH:25][CH2:24][CH2:23][C:22]2[CH:21]=[CH:20][CH:19]=[CH:36][CH:35]=2)=[CH:32][CH:31]=1)#[N:2] |f:2.3.4|. Reported procedure: A mixture of tert-butyl 2-(3-cyano-4-fluorophenyl)acetate (0.122 g), N-(4-chlorophenethyl)-4-hydroxybenzamide (0.150 g), and potassium carbonate (0.086 g) was dissolved in 2 ml of DMSO and stirred at 90° C. After 1 day, the reaction was cooled, loaded onto a silica gel samplet and product eluted with a solvent system gradient of 0.5% methanol/dichloromethane to 5% methanol/dichloromethane to give tert-butyl 2-(3-cyano-4-(4-(phenethylcarbamoyl)phenoxy)phenyl)acetate (0.120 g). The reactants are ClC=1C=C(C=C(C1)F)N[C@@H](C(=O)N[C@H]1CN(CCC1)C(=O)OC(C)(C)C)C1CC1 ((R)-tert-butyl 3-((R)-2-(3-chloro-5-fluorophenylamino)-2-cyclopropylacetamido)piperidine-1-carboxylate), ClC1=CC(=NC=N1)NC(C)=O (N-(6-chloropyrimidin-4-yl)acetamide), C19H22Cl2N6O2, ClC=1C=C(C=C(C1)Cl)NCC(=O)N[C@H]1CN(CCC1)C(=O)OC(C)(C)C ((R)-tert-butyl 3-(2-(3,5-dichlorophenylamino)acetamido)piperidine-1-carboxylate), NC1=NC=NC(=C1C#N)Cl (4-amino-6-chloropyrimidine-5-carbonitrile). Yields the product C(C)(=O)NC1=CC(=NC=N1)N1C[C@@H](CCC1)NC(CNC1=CC(=CC(=C1)Cl)Cl)=O ((R)—N-(1-(6-acetamidopyrimidin-4-yl)piperidin-3-yl)-2-(3,5-dichlorophenylamino)acetamide). Reaction SMILES: ClC1C=C(N[C@H](C2CC2)C(N[C@@H]2CCCN(C(OC(C)(C)C)=O)C2)=O)C=C(F)C=1.[Cl:30][C:31]1[CH:32]=[C:33]([NH:38][CH2:39][C:40]([NH:42][C@@H:43]2[CH2:48][CH2:47][CH2:46][N:45]([C:49](OC(C)(C)C)=O)[CH2:44]2)=[O:41])[CH:34]=[C:35]([Cl:37])[CH:36]=1.NC1C(C#N)=C(Cl)N=CN=1.ClC1[N:72]=[CH:71][N:70]=[C:69]([NH:73][C:74](=[O:76])[CH3:75])[CH:68]=1>>[C:74]([NH:73][C:69]1[N:70]=[CH:71][N:72]=[C:49]([N:45]2[CH2:46][CH2:47][CH2:48][C@@H:43]([NH:42][C:40](=[O:41])[CH2:39][NH:38][C:33]3[CH:34]=[C:35]([Cl:37])[CH:36]=[C:31]([Cl:30])[CH:32]=3)[CH2:44]2)[CH:68]=1)(=[O:76])[CH3:75]. Procedure: The title compound of Example 141 was prepared in similar manner as described in Example 134 except the key intermediate (R)-tert-butyl 3-((R)-2-(3-chloro-5-fluorophenylamino)-2-cyclopropylacetamido)piperidine-1-carboxylate was replaced with (R)-tert-butyl 3-(2-(3,5-dichlorophenylamino)acetamido)piperidine-1-carboxylate and the 4-amino-6-chloropyrimidine-5-carbonitrile was substituted for N-(6-chloropyrimidin-4-yl)acetamide. 1H NMR (400 MHz, DMSO-d6) δ 10.32 (s, 1H), 8.17 (s, 1H), 7.96 (d, J=7.7... Starting materials: COS(=O)(=O)OC, CN(C)C=O, CC(C)OC(=O)c1cc(-n2c(=O)cc(C(F)(F)F)[nH]c2=O)c(F)cc1Cl. Yields the product CC(C)OC(=O)c1cc(-n2c(=O)cc(C(F)(F)F)n(C)c2=O)c(F)cc1Cl. As a reaction SMILES: [CH3:27][O:28][S:29]([O:30][CH3:31])(=[O:32])=[O:33].[CH3:34][N:35]([CH3:36])[CH:37]=[O:38].[Cl:1][c:2]1[c:3]([C:4](=[O:5])[O:6][CH:7]([CH3:8])[CH3:9])[cH:10][c:11](-[n:15]2[c:16](=[O:26])[nH:17][c:18]([C:22]([F:23])([F:24])[F:25])[cH:19][c:20]2=[O:21])[c:12]([F:14])[cH:13]1>>[Cl:1][c:2]1[c:3]([C:4](=[O:5])[O:6][CH:7]([CH3:8])[CH3:9])[cH:10][c:11](-[n:15]2[c:16](=[O:26])[n:17]([CH3:27])[c:18]([C:22]([F:23])([F:24])[F:25])[cH:19][c:20]2=[O:21])[c:12]([F:14])[cH:13]1.